From a dataset of the Open Reaction Database (ORD), a public repository of structured organic reaction records. describe an organic reaction: reactants, conditions, products, and yield Starting materials: CC(C)(C)OC(=O)N1CCC(Oc2ccc(C3=NNC(=O)CC3)c(F)c2)CC1, O=C(O)C(F)(F)F. Product: O=C1CCC(c2ccc(OC3CCNCC3)cc2F)=NN1. Reaction SMILES: [C:1]([O:2][C:3](=[O:4])[N:8]1[CH2:9][CH2:10][CH:11]([O:14][c:15]2[cH:16][c:17]([F:28])[c:18]([C:21]3=[N:22][NH:23][C:24](=[O:27])[CH2:25][CH2:26]3)[cH:19][cH:20]2)[CH2:12][CH2:13]1)([CH3:5])([CH3:6])[CH3:7].[OH:29][C:30]([C:31]([F:32])([F:33])[F:34])=[O:35]>>[NH:8]1[CH2:9][CH2:10][CH:11]([O:14][c:15]2[cH:16][c:17]([F:28])[c:18]([C:21]3=[N:22][NH:23][C:24](=[O:27])[CH2:25][CH2:26]3)[cH:19][cH:20]2)[CH2:12][CH2:13]1.